This data is from the Open Reaction Database (ORD), a public repository of structured organic reaction records. The task is: describe an organic reaction: reactants, conditions, products, and yield The reactants are CN1C(=C(C2=CC(=CC=C12)[N+](=O)[O-])C1=CC=CC=C1)C(=O)O (1-methyl-5-nitro-3-phenyl-1H-indole-2-carboxylic acid), Cl.CN(CCCN=C=NCC)C (3-(dimethylamino)propyl-3-ethylcarbodiimide hydrochloride), Cl.COC([C@@H](N)CC(C)C)=O (L-leucine methyl ester hydrochloride), CN1CCOCC1 (N-methylmorpholine), NN (hydrazine). Reagents/catalysts: [Ni] (Raney® nickel). Solvent: C(Cl)Cl (CH2Cl2). Run at time 8 hour. The product is NC=1C=C2C(=C(N(C2=CC1)C)C(=O)N[C@@H](CC(C)C)C(=O)OC)C1=CC=CC=C1 (methyl N-[(5-amino-1-methyl-3-phenyl-1H-indol-2-yl)carbonyl]-L-leucinate). Yield: 86.9%. As a reaction SMILES: [CH3:1][N:2]1[C:10]2[C:5](=[CH:6][C:7]([N+:11]([O-])=O)=[CH:8][CH:9]=2)[C:4]([C:14]2[CH:19]=[CH:18][CH:17]=[CH:16][CH:15]=2)=[C:3]1[C:20](O)=[O:21].Cl.CN(C)CCCN=C=NCC.Cl.[CH3:36][O:37][C:38](=[O:45])[C@H:39]([CH2:41][CH:42]([CH3:44])[CH3:43])[NH2:40].CN1CCOCC1.NN>C(Cl)Cl.[Ni]>[NH2:11][C:7]1[CH:6]=[C:5]2[C:10](=[CH:9][CH:8]=1)[N:2]([CH3:1])[C:3]([C:20]([NH:40][C@H:39]([C:38]([O:37][CH3:36])=[O:45])[CH2:41][CH:42]([CH3:44])[CH3:43])=[O:21])=[C:4]2[C:14]1[CH:15]=[CH:16][CH:17]=[CH:18][CH:19]=1 |f:1.2,3.4|. Reported procedure: A mixture of 1-methyl-5-nitro-3-phenyl-1H-indole-2-carboxylic acid (0.56 g, 1.9 mmol), 1-[3-(dimethylamino)propyl-3-ethylcarbodiimide hydrochloride (0.47 g, 2.5 mmol), and L-leucine methyl ester hydrochloride (0.40 g, 2.2 mmol) was stirred in CH2Cl2 (20 mL). N-methylmorpholine (1.01 g, 10 mmol) was added and the mixture was stirred at room temperature overnight. The mixture was then washed with 0.05 N HCl and water. The resulting solution was dried with MgSO4 and concentrated. The residue was di... Reactants: CC1=CC=C(C(=O)OCN2NCC(NC2=O)=O)C=C1 (2-(4-Methylbenzoyloxymethyl)-3,5-dioxo-hexahydro-1,2,4-triazine), C[O-].[Na+] (sodium methoxide). The solvent is CO (methanol). Run at time 30 minute. The product is CC1=CC=C(C(=O)OCN2NCC(N(C2=O)[Na])=O)C=C1 (2-(4-methylbenzoyloxymethyl)-3,5-dioxo-4-sodio-hexahydro-1,2,4-triazine). RXN SMILES: [CH3:1][C:2]1[CH:19]=[CH:18][C:5]([C:6]([O:8][CH2:9][N:10]2[C:15](=[O:16])[NH:14][C:13](=[O:17])[CH2:12][NH:11]2)=[O:7])=[CH:4][CH:3]=1.C[O-].[Na+:22]>CO>[CH3:1][C:2]1[CH:3]=[CH:4][C:5]([C:6]([O:8][CH2:9][N:10]2[C:15](=[O:16])[N:14]([Na:22])[C:13](=[O:17])[CH2:12][NH:11]2)=[O:7])=[CH:18][CH:19]=1 |f:1.2|. Procedure: 2-(4-Methylbenzoyloxymethyl)-3,5-dioxo-hexahydro-1,2,4-triazine (1.0 g) is dissolved in methanol (60 ml), and the mixture is added with sodium methoxide (0.21 g) and stirred at room temperature for 30 minutes. The methanol is removed in vacuo, and the resulting white crystals are thoroughly washed with ethanol to give 2-(4-methylbenzoyloxymethyl)-3,5-dioxo-4-sodio-hexahydro-1,2,4-triazine (Compound No. 74). Yield, 0.84 g (77.8%). M.P., 225°-235° C. (decomp.). Reagents/catalysts: [Pd] (Pd/C). The solvent is C1CCOC1.CO (THF MeOH). Procedure: (E)-tert-butyl (1-(4-(2-styryl-9H-benzo[f]imidazo[1,2-d]pyrido[2,3-b][1,4]diazepin-3-yl)phenyl)cyclobutyl)carbamate was stirred in THF-MeOH under hydrogen in the presence of 5% Pd/C to give the title compound 1HNMR (CDCl3) 400 MHz δ: 8.10 (dd, J=7.7, 1.4 Hz, 1H), 7.99 (dd, J=4.6, 1.2 Hz, 1H), 7.34-7.27 (m, 3H), 7.24 (d, J=6.9 Hz, 1H), 7.18 (d, J=7.5 Hz, 2H), 7.14 (td, J=7.5, 1.2 Hz, 1H), 6.95 (d, J=7.5 Hz, 1H), 6.90 (d, J=7.5 Hz, 2H), 6.78 (d, J=7.5 Hz, 1H), 6.59 (dd, J=8.0, 4.6 Hz, 1H), 6.29 (s... Yields the product C1(=CC=CC=C1)CCC=1N=C2N(C3=C(NC4=C2C=CC=C4)N=CC=C3)C1C1=CC=C(C=C1)C1(CCC1)NC(OC(C)(C)C)=O (tert-butyl (1-{4-[2-(2-phenylethyl)-9H-imidazo[1,2-d]pyrido[2,3-b][1,4]benzodiazepin-3-yl]phenyl}cyclobutyl)carbamate). The reactants are C(=C\C1=CC=CC=C1)/C=1N=C2N(C3=C(NC4=C2C=CC=C4)N=CC=C3)C1C1=CC=C(C=C1)C1(CCC1)NC(OC(C)(C)C)=O ((E)-tert-butyl (1-(4-(2-styryl-9H-benzo[f]imidazo[1,2-d]pyrido[2,3-b][1,4]diazepin-3-yl)phenyl)cyclobutyl)carbamate). RXN SMILES: [CH:1](/[C:9]1[N:10]=[C:11]2[C:17]3[CH:18]=[CH:19][CH:20]=[CH:21][C:16]=3[NH:15][C:14]3[N:22]=[CH:23][CH:24]=[CH:25][C:13]=3[N:12]2[C:26]=1[C:27]1[CH:32]=[CH:31][C:30]([C:33]2([NH:37][C:38](=[O:44])[O:39][C:40]([CH3:43])([CH3:42])[CH3:41])[CH2:36][CH2:35][CH2:34]2)=[CH:29][CH:28]=1)=[CH:2]\[C:3]1[CH:8]=[CH:7][CH:6]=[CH:5][CH:4]=1>C1COCC1.CO.[Pd]>[C:3]1([CH2:2][CH2:1][C:9]2[N:10]=[C:11]3[C:17]4[CH:18]=[CH:19][CH:20]=[CH:21][C:16]=4[NH:15][C:14]4[N:22]=[CH:23][CH:24]=[CH:25][C:13]=4[N:12]3[C:26]=2[C:27]2[CH:28]=[CH:29][C:30]([C:33]3([NH:37][C:38](=[O:44])[O:39][C:40]([CH3:42])([CH3:41])[CH3:43])[CH2:36][CH2:35][CH2:34]3)=[CH:31][CH:32]=2)[CH:8]=[CH:7][CH:6]=[CH:5][CH:4]=1 |f:1.2|. The reactants are Cc1c(F)cccc1Br, COc1ccc(CO)cc1, CCCCCCC, ClCCl, [H-], [Na+], CN(C)C=O, O. The product is COc1ccc(COc2cccc(Br)c2C)cc1. As a reaction SMILES: [Br:1][c:2]1[c:3]([CH3:9])[c:4]([F:8])[cH:5][cH:6][cH:7]1.[CH3:10][O:11][c:12]1[cH:13][cH:14][c:15]([CH2:18][OH:19])[cH:16][cH:17]1.[CH3:28][CH2:29][CH2:30][CH2:31][CH2:32][CH2:33][CH3:34].[Cl:35][CH2:36][Cl:37].[H-:20].[Na+:21].[O:23]=[CH:24][N:25]([CH3:26])[CH3:27].[OH2:22]>>[Br:1][c:2]1[c:3]([CH3:9])[c:4]([O:19][CH2:18][c:15]2[cH:14][cH:13][c:12]([O:11][CH3:10])[cH:17][cH:16]2)[cH:5][cH:6][cH:7]1. Reactants: C(C)(C)(C)OC(=O)N1CC(CC1)NC1=CC(=CC=C1)C1=NC(=NC=C1)Cl (3-[3-(2-Chloro-pyrimidin-4-yl)-phenylamino]-pyrrolidine-1-carboxylic acid tert-butyl ester), NCCC1=CC=C(C=C1)O (tyramine), 376. Yields the product N1CC(CC1)NC=1C=C(C=CC1)C1=NC(=NC=C1)NCCC1=CC=C(C=C1)O (4-(2-{4-[3-(Pyrrolidin-3-ylamino)-phenyl]-pyrimidin-2-ylamino}-ethyl)-phenol). RXN SMILES: C(OC([N:8]1[CH2:12][CH2:11][CH:10]([NH:13][C:14]2[CH:19]=[CH:18][CH:17]=[C:16]([C:20]3[CH:25]=[CH:24][N:23]=[C:22](Cl)[N:21]=3)[CH:15]=2)[CH2:9]1)=O)(C)(C)C.[NH2:27][CH2:28][CH2:29][C:30]1[CH:35]=[CH:34][C:33]([OH:36])=[CH:32][CH:31]=1>>[NH:8]1[CH2:12][CH2:11][CH:10]([NH:13][C:14]2[CH:15]=[C:16]([C:20]3[CH:25]=[CH:24][N:23]=[C:22]([NH:27][CH2:28][CH2:29][C:30]4[CH:35]=[CH:34][C:33]([OH:36])=[CH:32][CH:31]=4)[N:21]=3)[CH:17]=[CH:18][CH:19]=2)[CH2:9]1. Procedure: Intermediate 8b was coupled with tyramine following procedure F and the resulting product deprotected following procedure G. LC-MS showed the product had the expected M+H+ of 376. 1H NMR (Varian 300 MHz, CD3OD, shifts relative to the solvent peak at 3.3 ppm) δ 8.2 (d, 1H) 7.0-7.5 (m, 4H) 6.9 (d, 1H) 6.68 (d, 2H) 5.05 (m, 1H) 4.28 (m, 1H) 3.8 (m, 2H) 3.2-3.6 (m, 4H) 2.9 (m, 2H) 2.0-2.6 (m, 2H). Reactants: C(C)OC(CN1C(=NC=2C=NC=3C=CC=CC3C21)CCC)OCC (1-(2,2-diethoxyethyl)-2-propyl-1H-imidazo[4,5-c]quinoline), C1=CC(=CC(=C1)Cl)C(=O)OO (m-CPBA). Yields the product C(C)OC(CN1C(=NC=2C=[N+](C=3C=CC=CC3C21)[O-])CCC)OCC (1-(2,2-diethoxyethyl)-5-oxido-2-propyl-1H-imidazo[4,5-c]quinoline). As a reaction SMILES: [CH2:1]([O:3][CH:4]([O:22][CH2:23][CH3:24])[CH2:5][N:6]1[C:18]2[C:17]3[CH:16]=[CH:15][CH:14]=[CH:13][C:12]=3[N:11]=[CH:10][C:9]=2[N:8]=[C:7]1[CH2:19][CH2:20][CH3:21])[CH3:2].C1C=C(Cl)C=C(C(OO)=[O:33])C=1>>[CH2:1]([O:3][CH:4]([O:22][CH2:23][CH3:24])[CH2:5][N:6]1[C:18]2[C:17]3[CH:16]=[CH:15][CH:14]=[CH:13][C:12]=3[N+:11]([O-:33])=[CH:10][C:9]=2[N:8]=[C:7]1[CH2:19][CH2:20][CH3:21])[CH3:2]. Reported procedure: The general method described in Steps 9 and 10 of Example 1 was used to aminate 1-(2,2-diethoxyethyl)-2-propyl-1H-imidazo[4,5-c]quinoline (4.50 g, 13.7 mmol) by reaction with m-CPBA (6.0 g) to provide 1-(2,2-diethoxyethyl)-5-oxido-2-propyl-1H-imidazo[4,5-c]quinoline followed by reaction with p-toluenesulfonyl chloride (4.60 g, 24.1 mmol) and ammonium hydroxide solution (130 mL) to provide 1-(2,2-diethoxyethyl)-2-propyl-1H-imidazo[4,5-c]quinolin-4-amine as an off-white solid after recrystallizati...